Dataset: the Open Reaction Database (ORD), a public repository of structured organic reaction records. Task: describe an organic reaction: reactants, conditions, products, and yield The reactants are C1CCOC1, CCCCC1CC(C=NOCc2ccccc2)(C(=O)OC)C1, Cl, [Li+], [OH-], O, O. The product is CCCCC1CC(C=NOCc2ccccc2)(C(=O)O)C1. Reaction SMILES: [CH2:27]1[O:28][CH2:29][CH2:30][CH2:31]1.[CH3:1][O:2][C:3](=[O:4])[C:5]1([CH:13]=[N:14][O:15][CH2:16][c:17]2[cH:18][cH:19][cH:20][cH:21][cH:22]2)[CH2:6][CH:7]([CH2:9][CH2:10][CH2:11][CH3:12])[CH2:8]1.[ClH:26].[Li+:25].[OH-:24].[OH2:23].[OH2:32]>>[O:2]=[C:3]([OH:4])[C:5]1([CH:13]=[N:14][O:15][CH2:16][c:17]2[cH:18][cH:19][cH:20][cH:21][cH:22]2)[CH2:6][CH:7]([CH2:9][CH2:10][CH2:11][CH3:12])[CH2:8]1. Reactants: O=C([O-])[O-], C=CCI, CC(C)=O, [K+], [K+], O=C(NCCCCNC1CCc2ncsc2C1)c1ccc2ccccc2c1. Product: C=CCN(CCCCNC(=O)c1ccc2ccccc2c1)C1CCc2ncsc2C1. RXN SMILES: [C:32](=[O:33])([O-:34])[O-:35].[CH2:28]([CH:29]=[CH2:30])[I:31].[CH3:38][C:39](=[O:40])[CH3:41].[K+:36].[K+:37].[s:1]1[cH:2][n:3][c:4]2[c:5]1[CH2:6][CH:7]([NH:10][CH2:11][CH2:12][CH2:13][CH2:14][NH:15][C:16](=[O:17])[c:18]1[cH:19][c:20]3[cH:21][cH:22][cH:23][cH:24][c:25]3[cH:26][cH:27]1)[CH2:8][CH2:9]2>>[s:1]1[cH:2][n:3][c:4]2[c:5]1[CH2:6][CH:7]([N:10]([CH2:11][CH2:12][CH2:13][CH2:14][NH:15][C:16](=[O:17])[c:18]1[cH:19][c:20]3[cH:21][cH:22][cH:23][cH:24][c:25]3[cH:26][cH:27]1)[CH2:30][CH:29]=[CH2:28])[CH2:8][CH2:9]2. Reactants: BrC=1C=CC(=C(O[Si](C)(C)C(C)(C)C)C1)OC ((5-Bromo-2-methoxyphenoxy)-tert-butyldimethylsilane), C(CCC)[Li] (n-butyl lithium), COC=1C=C(C=O)C=C(C1)OC (3,5-dimethoxybenzaldehyde), (2,3-drihydrobenzo[1,4]dioxin-6-yl)-(3,5-dimethoxyphenyl)methanol. Yields the product C(C)(C)(C)[Si](OC=1C=C(C=CC1OC)C(O)C1=CC(=CC(=C1)OC)OC)(C)C ([3-(tert-butyl-dimethyl-silanyloxy)-4-methoxy-phenyl]-(3,5-dimethoxy-phenyl)-methanol). The yield is 69.5%. As a reaction SMILES: Br[C:2]1[CH:3]=[CH:4][C:5]([O:16][CH3:17])=[C:6]([CH:15]=1)[O:7][Si:8]([C:11]([CH3:14])([CH3:13])[CH3:12])([CH3:10])[CH3:9].C([Li])CCC.[CH3:23][O:24][C:25]1[CH:26]=[C:27]([CH:30]=[C:31]([O:33][CH3:34])[CH:32]=1)[CH:28]=[O:29]>>[C:11]([Si:8]([CH3:10])([CH3:9])[O:7][C:6]1[CH:15]=[C:2]([CH:28]([C:27]2[CH:30]=[C:31]([O:33][CH3:34])[CH:32]=[C:25]([O:24][CH3:23])[CH:26]=2)[OH:29])[CH:3]=[CH:4][C:5]=1[O:16][CH3:17])([CH3:14])([CH3:13])[CH3:12]. Reported procedure: (5-Bromo-2-methoxyphenoxy)-tert-butyldimethylsilane (0.98 g, 3.09 mmol), n-butyl lithium (1.24 ml, 3.09 mmol), and 3,5-dimethoxybenzaldehyde (0.47 g, 2.81 mmol) were treated in the same manner as described above for the synthesis of (2,3-drihydrobenzo[1,4]dioxin-6-yl)-(3,5-dimethoxyphenyl)methanol. The crude material was purified via flash column chromatography (5% EtOAc in hexane gradient to 30% EtOAc in hexane in about 40 min.) to give [3-(tert-butyl-dimethyl-silanyloxy)-4-methoxy-phenyl]-(3,5...